From a dataset of the Open Reaction Database (ORD), a public repository of structured organic reaction records. describe an organic reaction: reactants, conditions, products, and yield Reactants: aqueous solution, [OH-].[Na+] (NaOH), C(=O)(C(F)(F)F)O (TFA), CC1=NN=C2N1N=C(C=C2)NC(C)C2=CC=CC=C2 (3-Methyl-N-(1-phenylethyl)-[1,2,4]triazolo[4,3-b]pyridazin-6-amine), C=O (paraformaldehyde), [BH4-].[Na+] (NaBH4). Run in C1CCOC1 (THF). Reaction conditions: time 18 hour. Yields the product CN(C=1C=CC=2N(N1)C(=NN2)C)C(C)C2=CC=CC=C2 (N,3-dimethyl-N-(1-phenylethyl)-[1,2,4]triazolo[4,3-b]pyridazin-6-amine). Reaction SMILES: [CH3:1][C:2]1[N:6]2[N:7]=[C:8]([NH:11][CH:12]([C:14]3[CH:19]=[CH:18][CH:17]=[CH:16][CH:15]=3)[CH3:13])[CH:9]=[CH:10][C:5]2=[N:4][N:3]=1.C=O.[BH4-].[Na+].[C:24](O)(C(F)(F)F)=O.[OH-].[Na+]>C1COCC1>[CH3:24][N:11]([CH:12]([C:14]1[CH:19]=[CH:18][CH:17]=[CH:16][CH:15]=1)[CH3:13])[C:8]1[CH:9]=[CH:10][C:5]2[N:6]([C:2]([CH3:1])=[N:3][N:4]=2)[N:7]=1 |f:2.3,5.6|. Reported procedure: 3-Methyl-N-(1-phenylethyl)-[1,2,4]triazolo[4,3-b]pyridazin-6-amine (100 mg, 0.395 mmol), paraformaldehyde (119 mg, 3.95 mmol), NaBH4 (74.7 mg, 1.974 mmol) and anhydrous THF (5 mL) were charged into a disposable reaction tube equipped with a stirbar and a septum. TFA (2.5 mL) was slowly added at room temperature over 1 h and the reaction was stirred for an additional 18 h at room temperature. A 1M aqueous solution of NaOH was added until pH˜12 and the product was extracted with CH2Cl2/MeOH (19:1)... Starting materials: COC1=C(C=C(C(=O)C2=CNC3=NC=CC=C3C2=O)C=C1)C (3-(4-Methoxy-3-methyl-benzoyl)-1H-[1,8]naphthyridin-4-one), BrCC1=CC(=CC=C1)C(F)(F)F (1-Bromomethyl-3-trifluoromethyl-benzene). Product: COC1=C(C=C(C(=O)C2=CN(C3=NC=CC=C3C2=O)CC2=CC(=CC=C2)C(F)(F)F)C=C1)C (3-(4-Methoxy-3-methyl-benzoyl)-1-(3-trifluoromethyl-benzyl)-1H-[1,8]naphthyridin-4-one). Yield: 15.6%. RXN SMILES: [CH3:1][O:2][C:3]1[CH:21]=[CH:20][C:6]([C:7]([C:9]2[C:18](=[O:19])[C:17]3[C:12](=[N:13][CH:14]=[CH:15][CH:16]=3)[NH:11][CH:10]=2)=[O:8])=[CH:5][C:4]=1[CH3:22].Br[CH2:24][C:25]1[CH:30]=[CH:29][CH:28]=[C:27]([C:31]([F:34])([F:33])[F:32])[CH:26]=1>>[CH3:1][O:2][C:3]1[CH:21]=[CH:20][C:6]([C:7]([C:9]2[C:18](=[O:19])[C:17]3[C:12](=[N:13][CH:14]=[CH:15][CH:16]=3)[N:11]([CH2:24][C:25]3[CH:30]=[CH:29][CH:28]=[C:27]([C:31]([F:32])([F:33])[F:34])[CH:26]=3)[CH:10]=2)=[O:8])=[CH:5][C:4]=1[CH3:22]. Procedure details: Experimental conditions analogous to those described for Step 3 of Example 1, from 50 mg (0.17 mmol) of 3-(4-Methoxy-3-methyl-benzoyl)-1H-[1,8]naphthyridin-4-one, and 1-Bromomethyl-3-trifluoromethyl-benzene 53 mg (0.22 mmol), to give 12 mg of desired compound. LCMS (M+H)+: 453.1.